From a dataset of the Open Reaction Database (ORD), a public repository of structured organic reaction records. describe an organic reaction: reactants, conditions, products, and yield Solvent: CN(C)C=O (DMF), C(C)(=O)OCC (ethyl acetate). Reaction conditions: temperature 0 celsius, time 3 hour. Product: NC1=NC=2C=C(C=CC2C2=C1N=C(N2CC(C)(NS(=O)(=O)C)C)COCC)OCCCCCCNC(CCSC(C2=CC=CC=C2)(C2=CC=CC=C2)C2=CC=CC=C2)=O (N-{6-[(4-amino-2-(ethoxymethyl)-1-{2-methyl-2-[(methylsulfonyl)amino]propyl}-1H-imidazo[4,5-c]quinolin-7-yl)oxy]hexyl}-3-(tritylthio)propanamide). Reactants: C1(=CC=CC=C1)C(SCCC(=O)ON1C(CCC1=O)=O)(C1=CC=CC=C1)C1=CC=CC=C1 (Succinimido 3-(triphenylmethylthio)propanoate), NC1=NC=2C=C(C=CC2C2=C1N=C(N2CC(C)(C)NS(=O)(=O)C)COCC)O (N-{2-[4-amino-2-(ethoxymethyl)-7-hydroxy-1H-imidazo[4,5-c]quinolin-1-yl]-1,1-dimethylethyl}methanesulfonamide). Reported procedure: Succinimido 3-(triphenylmethylthio)propanoate (246 mg, 0.553 mmol) was added to a 0° C. solution of N-{2-[4-amino-2-(ethoxymethyl)-7-hydroxy-1H-imidazo[4,5-c]quinolin-1-yl]-1,1-dimethylethyl}methanesulfonamide (280 mg, 0.553 mmol) in DMF (5 mL). The solution was stirred at 0° C. for 3 hours, then was diluted with ethyl acetate (100 mL) and washed with water (3×20 mL) and brine (40 mL). The organic phase was dried over sodium sulfate, filtered, and concentrated under reduced pressure. The crude p... Yield: 95.0%. Reaction SMILES: [C:1]1([C:7]([C:27]2[CH:32]=[CH:31][CH:30]=[CH:29][CH:28]=2)([C:21]2[CH:26]=[CH:25][CH:24]=[CH:23][CH:22]=2)[S:8][CH2:9][CH2:10][C:11](ON2C(=O)CCC2=O)=[O:12])[CH:6]=[CH:5][CH:4]=[CH:3][CH:2]=1.[NH2:33][C:34]1[C:43]2[N:44]=[C:45]([CH2:56][O:57][CH2:58][CH3:59])[N:46]([CH2:47][C:48]([NH:51][S:52]([CH3:55])(=[O:54])=[O:53])([CH3:50])[CH3:49])[C:42]=2[C:41]2[CH:40]=[CH:39][C:38]([OH:60])=[CH:37][C:36]=2[N:35]=1>CN(C=O)C.C(OCC)(=O)C>[NH2:33][C:34]1[C:43]2[N:44]=[C:45]([CH2:56][O:57][CH2:58][CH3:59])[N:46]([CH2:47][C:48]([CH3:50])([NH:51][S:52]([CH3:55])(=[O:54])=[O:53])[CH3:49])[C:42]=2[C:41]2[CH:40]=[CH:39][C:38]([O:60][CH2:37][CH2:36][CH2:41][CH2:42][CH2:43][CH2:34][NH:33][C:11](=[O:12])[CH2:10][CH2:9][S:8][C:7]([C:21]3[CH:26]=[CH:25][CH:24]=[CH:23][CH:22]=3)([C:1]3[CH:6]=[CH:5][CH:4]=[CH:3][CH:2]=3)[C:27]3[CH:28]=[CH:29][CH:30]=[CH:31][CH:32]=3)=[CH:37][C:36]=2[N:35]=1.